Dataset: the Open Reaction Database (ORD), a public repository of structured organic reaction records. Task: describe an organic reaction: reactants, conditions, products, and yield RXN SMILES: [NH:1]1[CH2:4][CH:3]([O:5][C:6]2[C:11]([CH:12]3[CH2:17][CH2:16][O:15][CH2:14][CH2:13]3)=[CH:10][CH:9]=[CH:8][N:7]=2)[CH2:2]1.Cl[C:19]1[CH:28]=[CH:27][C:26]2[C:21](=[CH:22][CH:23]=[CH:24][CH:25]=2)[N:20]=1.C1(P(C2C=CC=CC=2)C2C=CC3C(=CC=CC=3)C=2C2C3C(=CC=CC=3)C=CC=2P(C2C=CC=CC=2)C2C=CC=CC=2)C=CC=CC=1.CC(C)([O-])C.[Na+]>C1(C)C=CC=CC=1.C1C=CC(/C=C/C(/C=C/C2C=CC=CC=2)=O)=CC=1.C1C=CC(/C=C/C(/C=C/C2C=CC=CC=2)=O)=CC=1.C1C=CC(/C=C/C(/C=C/C2C=CC=CC=2)=O)=CC=1.[Pd].[Pd]>[O:15]1[CH2:16][CH2:17][CH:12]([C:11]2[C:6]([O:5][CH:3]3[CH2:2][N:1]([C:19]4[CH:28]=[CH:27][C:26]5[C:21](=[CH:22][CH:23]=[CH:24][CH:25]=5)[N:20]=4)[CH2:4]3)=[N:7][CH:8]=[CH:9][CH:10]=2)[CH2:13][CH2:14]1 |f:3.4,6.7.8.9.10|. Isolated yield 4.0%. Reported procedure: A mixture of 2-(azetidin-3-yloxy)-3-(tetrahydro-2H-pyran-4-yl)pyridine (see PREPARATION P27.1; 100 mg, 0.45 mmol), 2-chloroquinoline (73 mg, 0.45 mmol), Pd2(dba)3 (56 mg, 0.062 mmol), 2,2′-bis(diphenylphosphino)-1,1′-binaphthyl (BINAP) (40 mg, 0.06 mmol), KI (40 mg, 0.13 mmol) and sodium tert-butoxide (t-BuONa) (110 mg, 1.2 mmol) was dissolved in toluene (5 mL). The reaction mixture was heated in a microwave at 130° C. for 4 hours. The solvent was evaporated and the crude product was purified by... The solvent is C1(=CC=CC=C1)C (toluene). Reagents/catalysts: C=1C=CC(=CC1)/C=C/C(=O)/C=C/C2=CC=CC=C2.C=1C=CC(=CC1)/C=C/C(=O)/C=C/C2=CC=CC=C2.C=1C=CC(=CC1)/C=C/C(=O)/C=C/C2=CC=CC=C2.[Pd].[Pd] (Pd2(dba)3). Yields the product O1CCC(CC1)C=1C(=NC=CC1)OC1CN(C1)C1=NC2=CC=CC=C2C=C1 (2-(3-((3-(Tetrahydro-2H-Pyran-4-yl)Pyridin-2-yl)Oxy)Azetidin-1-yl)Quinoline). The reactants are N1CC(C1)OC1=NC=CC=C1C1CCOCC1 (2-(azetidin-3-yloxy)-3-(tetrahydro-2H-pyran-4-yl)pyridine), ClC1=NC2=CC=CC=C2C=C1 (2-chloroquinoline), C1(=CC=CC=C1)P(C1=C(C2=CC=CC=C2C=C1)C1=C(C=CC2=CC=CC=C12)P(C1=CC=CC=C1)C1=CC=CC=C1)C1=CC=CC=C1 (2,2′-bis(diphenylphosphino)-1,1′-binaphthyl), CC(C)([O-])C.[Na+] (sodium tert-butoxide). Reaction conditions: temperature 130 celsius.